The task is: describe an organic reaction: reactants, conditions, products, and yield. This data is from the Open Reaction Database (ORD), a public repository of structured organic reaction records. The reactants are Cc1cc(CCCCCCCBr)cc(C)n1, O=C1NC(=O)c2ccccc21, CN(C)C=O, [K]. Product: Cc1cc(CCCCCCCN2C(=O)c3ccccc3C2=O)cc(C)n1. RXN SMILES: [Br:1][CH2:2][CH2:3][CH2:4][CH2:5][CH2:6][CH2:7][CH2:8][c:9]1[cH:10][c:11]([CH3:16])[n:12][c:13]([CH3:15])[cH:14]1.[C:17]1(=[O:27])[c:18]2[c:19]([cH:23][cH:24][cH:25][cH:26]2)[C:20](=[O:22])[NH:21]1.[CH3:29][N:30]([CH3:31])[CH:32]=[O:33].[K:28]>>[CH2:2]([CH2:3][CH2:4][CH2:5][CH2:6][CH2:7][CH2:8][c:9]1[cH:10][c:11]([CH3:16])[n:12][c:13]([CH3:15])[cH:14]1)[N:21]1[C:17](=[O:27])[c:18]2[c:19]([cH:23][cH:24][cH:25][cH:26]2)[C:20]1=[O:22]. The product is N1C=CC2=CC(=CC=C12)C1(CCN(CC1)C)O (1-(1H-Indol-5-yl)-N-methyl-4-azacyclohexanol). Run in C1CCOC1 (THF). The reactants are N1C=CC2=CC(=CC=C12)C1(CCCCC1)O (1-(1H-Indol-5-yl)cyclohexanol), BrC=1C=C2C=CNC2=CC1 (5-bromo-1H-indole), [Li]C(C)(C)C (t-BuLi), CCCCC (pentane), C1(CCCCC1)=O (cyclohexanone). Procedure: 1-(1H-Indol-5-yl)cyclohexanol (1.95g 35%): from 5-bromo-1H-indole (5 g, 25.5 mmol) with KH (1.127 g, 28.1 mmol) in THF at −10° C., then treated with 1.7 M t-BuLi in pentane (37.5 mL, 63.8 mmol) and cyclohexanone (5.68 mL, 54.8 mmol) at −78° C. RXN SMILES: [NH:1]1[C:9]2[C:4](=[CH:5][C:6]([C:10]3([OH:16])[CH2:15][CH2:14]C[CH2:12][CH2:11]3)=[CH:7][CH:8]=2)[CH:3]=[CH:2]1.BrC1C=C2C(=CC=1)[NH:23][CH:22]=C2.[Li]C(C)(C)C.CCCCC.C1(=O)CCCCC1>C1COCC1>[NH:1]1[C:9]2[C:4](=[CH:5][C:6]([C:10]3([OH:16])[CH2:15][CH2:14][N:23]([CH3:22])[CH2:12][CH2:11]3)=[CH:7][CH:8]=2)[CH:3]=[CH:2]1. Run in C(C)(=O)OCC (ethyl acetate), N1=CC=CC=C1 (pyridine). Starting materials: 4-tert.-butyl-2-hydroxyacetophenone, [Cl-].COC(C1=CC=C(C(=O)O)C=C1)=O (terephthalic acid monomethylester chloride). Product: COC(C1=CC=C(C(=O)O)C=C1)=O (terephthalic acid methylester). RXN SMILES: [Cl-].[CH3:2][O:3][C:4](=[O:14])[C:5]1[CH:13]=[CH:12][C:8]([C:9]([OH:11])=[O:10])=[CH:7][CH:6]=1>N1C=CC=CC=1.C(OCC)(=O)C>[CH3:2][O:3][C:4](=[O:14])[C:5]1[CH:13]=[CH:12][C:8]([C:9]([OH:11])=[O:10])=[CH:7][CH:6]=1 |f:0.1|. Yield: 45.6%. Procedure: To a solution of 1.07 g of the thus-obtained 4-tert.-butyl-2-hydroxyacetophenone in 10 ml of pyridine was added 1.125 g of terephthalic acid monomethylester chloride and the mixture stirred at room temperature for one night. The reaction mixture was diluted with ethyl acetate and washed with water, Cu(NO3) 0.2aq, water, aqueous solution of sodium hydrogencarbonate, and saturated saline solution, and then dried over MgSO4. The distillation of the solvent and purification by chromatography through...